Dataset: the Open Reaction Database (ORD), a public repository of structured organic reaction records. Task: describe an organic reaction: reactants, conditions, products, and yield Reactants: CC(C)(C)OC(=O)N1CC=C(c2ccc(N)cc2F)CC1, CO. Yields the product CC(C)(C)OC(=O)N1CCC(c2ccc(N)cc2F)CC1. RXN SMILES: [CH3:1][C:2]([CH3:3])([CH3:4])[O:5][C:6](=[O:7])[N:8]1[CH2:9][CH2:10][C:11]([c:14]2[c:15]([F:21])[cH:16][c:17]([NH2:20])[cH:18][cH:19]2)=[CH:12][CH2:13]1.[CH3:22][OH:23]>>[CH3:1][C:2]([CH3:3])([CH3:4])[O:5][C:6](=[O:7])[N:8]1[CH2:9][CH2:10][CH:11]([c:14]2[c:15]([F:21])[cH:16][c:17]([NH2:20])[cH:18][cH:19]2)[CH2:12][CH2:13]1. Starting materials: C(C)(=O)NC=1SC(=C(N1)C)S(=O)(=O)NC1=CC=C(C=C1)CC(=O)NC=1C(N(C(N(C1N)CC1CC1)=O)CC1=C(C=CC=C1)F)=O (2-[4-(2-acetylamino-4-methyl-thiazole-5-sulfonylamino)-phenyl]-N-[6-amino-1-cyclopropylmethyl-3-(2-fluoro-benzyl)-2,4-dioxo-1,2,3,4-tetrahydro-pyrimidin-5-yl]-acetamide), ClC1=C(C(=NN1C)C)S(=O)(=O)NC=1C=CC(=NC1)CC(=O)O ([5-(5-chloro-1,3-dimethyl-1H-pyrazole-4-sulfonylamino)-pyridin-2-yl]-acetic acid), NC=1C(N(C(N(C1N)CCCC)=O)CC1=C(C=CC=C1)F)=O (5,6-diamino-1-butyl-3-(2-fluoro-benzyl)-1H-pyrimidine-2,4-dione). The product is NC1=C(C(N(C(N1CCCC)=O)CC1=C(C=CC=C1)F)=O)NC(CC1=NC=C(C=C1)NS(=O)(=O)C=1C(=NN(C1Cl)C)C)=O (N-[6-amino-1-butyl-3-(2-fluoro-benzyl)-2,4-dioxo-1,2,3,4-tetrahydro-pyrimidin-5-yl]-2-[5-(5-chloro-1,3-dimethyl-1H-pyrazole-4-sulfonylamino)-pyridin-2-yl]-acetamide). As a reaction SMILES: C(NC1SC(S(NC2C=CC(CC([NH:24][C:25]3[C:26](=[O:45])[N:27]([CH2:37][C:38]4[CH:43]=[CH:42][CH:41]=[CH:40][C:39]=4[F:44])[C:28](=[O:36])[N:29]([CH2:32][CH:33]4[CH2:35][CH2:34]4)[C:30]=3[NH2:31])=O)=CC=2)(=O)=O)=C(C)N=1)(=O)C.[Cl:46][C:47]1[N:51]([CH3:52])[N:50]=[C:49]([CH3:53])[C:48]=1[S:54]([NH:57][C:58]1[CH:59]=[CH:60][C:61]([CH2:64][C:65]([OH:67])=O)=[N:62][CH:63]=1)(=[O:56])=[O:55].NC1C(=O)N(CC2C=CC=CC=2F)C(=O)N(CCCC)C=1N>>[NH2:31][C:30]1[N:29]([CH2:32][CH2:33][CH2:34][CH3:35])[C:28](=[O:36])[N:27]([CH2:37][C:38]2[CH:43]=[CH:42][CH:41]=[CH:40][C:39]=2[F:44])[C:26](=[O:45])[C:25]=1[NH:24][C:65](=[O:67])[CH2:64][C:61]1[CH:60]=[CH:59][C:58]([NH:57][S:54]([C:48]2[C:49]([CH3:53])=[N:50][N:51]([CH3:52])[C:47]=2[Cl:46])(=[O:55])=[O:56])=[CH:63][N:62]=1. Procedure details: Prepared as for 2-[4-(2-acetylamino-4-methyl-thiazole-5-sulfonylamino)-phenyl]-N-[6-amino-1-cyclopropylmethyl-3-(2-fluoro-benzyl)-2,4-dioxo-1,2,3,4-tetrahydro-pyrimidin-5-yl]-acetamide (example 10, step 1) except using [5-(5-chloro-1,3-dimethyl-1H-pyrazole-4-sulfonylamino)-pyridin-2-yl]-acetic acid and 5,6-diamino-1-butyl-3-(2-fluoro-benzyl)-1H-pyrimidine-2,4-dione. N-[6-amino-1-butyl-3-(2-fluoro-benzyl)-2,4-dioxo-1,2,3,4-tetrahydro-pyrimidin-5-yl]-2-[5-(5-chloro-1,3-dimethyl-1H-pyrazole-4-sulfo...